Dataset: the Open Reaction Database (ORD), a public repository of structured organic reaction records. Task: describe an organic reaction: reactants, conditions, products, and yield The reactants are C1CC(=O)N(C1=O)Br (NBS), NC=1C=CC=C2CN(C(C12)=O)C (7-amino-2-methyl-2,3-dihydro-1H-isoindol-1-one), S(=S)(=O)([O-])[O-].[Na+].[Na+] (sodium thiosulfate). The solvent is C(Cl)Cl (DCM). Run at time 1 hour. Yields the product NC=1C=CC(=C2CN(C(C12)=O)C)Br (7-Amino-4-bromo-2-methyl-2,3-dihydro-1H-isoindol-1-one). Yield: 73.6%. Reaction SMILES: C1C(=O)N([Br:8])C(=O)C1.[NH2:9][C:10]1[CH:11]=[CH:12][CH:13]=[C:14]2[C:18]=1[C:17](=[O:19])[N:16]([CH3:20])[CH2:15]2.S([O-])([O-])(=O)=S.[Na+].[Na+]>C(Cl)Cl>[NH2:9][C:10]1[CH:11]=[CH:12][C:13]([Br:8])=[C:14]2[C:18]=1[C:17](=[O:19])[N:16]([CH3:20])[CH2:15]2 |f:2.3.4|. Procedure: NBS (2.3 g, 12.96) was added to a cold (−8° C. to −10° C.) solution of 7-amino-2-methyl-2,3-dihydro-1H-isoindol-1-one (2 g, 12.4 mmol) in DCM (40 mL) and the mixture stirred at −8° C. to −10° C. for 1 h. A solution of 10% aq. sodium thiosulfate (30 mL) was then added to the reaction mixture and stirring was continued for another 20 minutes. The layers were separated and the aqueous layer was extracted with DCM (2×20 mL). The combined organic extracts were washed with water (3×40 mL) and brine (3... The reactants are CC(=O)N1CCN(c2cc(N3CCOC3=O)ccc2C(=O)N2CCN(c3ncc(C)cc3C)CC2)C1=O, CO, Cl, [Na+], [OH-], O. The product is Cc1cnc(N2CCN(C(=O)c3ccc(N4CCOC4=O)cc3N3CCNC3=O)CC2)c(C)c1. RXN SMILES: [C:1](=[O:2])([CH3:3])[N:4]1[C:5](=[O:37])[N:6]([c:9]2[cH:10][c:11]([N:31]3[C:32](=[O:36])[O:33][CH2:34][CH2:35]3)[cH:12][cH:13][c:14]2[C:15](=[O:16])[N:17]2[CH2:18][CH2:19][N:20]([c:23]3[n:24][cH:25][c:26]([CH3:30])[cH:27][c:28]3[CH3:29])[CH2:21][CH2:22]2)[CH2:7][CH2:8]1.[CH3:38][OH:39].[ClH:42].[Na+:41].[OH-:40].[OH2:43]>>[NH:4]1[C:5](=[O:37])[N:6]([c:9]2[cH:10][c:11]([N:31]3[C:32](=[O:36])[O:33][CH2:34][CH2:35]3)[cH:12][cH:13][c:14]2[C:15](=[O:16])[N:17]2[CH2:18][CH2:19][N:20]([c:23]3[n:24][cH:25][c:26]([CH3:30])[cH:27][c:28]3[CH3:29])[CH2:21][CH2:22]2)[CH2:7][CH2:8]1. Starting materials: C[C@@H]1CC[C@H]2[C@H]([C@H](O[C@H]3[C@@]24[C@H]1CCC(O3)(OO4)C)O)C (dihydroartemisinin), CO (methanol), B(F)(F)F.CCOCC (boron trifluoride etherate). The solvent is C(Cl)(Cl)Cl (chloroform). Run at temperature 0 celsius, time 15 minute. Product: C[C@@H]1CC[C@H]2[C@H]([C@H](O[C@H]3[C@@]24[C@H]1CC[C@](O3)(OO4)C)OC)C (artemether). Reaction SMILES: [CH3:1][C@H:2]1[C@@H:11]2[CH2:12][CH2:13][C:14]3([CH3:18])[O:16][O:17][C@:10]42[C@H:5]([C@@H:6]([CH3:20])[C@@H:7]([OH:19])[O:8][C@@H:9]4[O:15]3)[CH2:4][CH2:3]1.CO.B(F)(F)F.[CH3:27]COCC>C(Cl)(Cl)Cl>[CH3:1][C@H:2]1[C@@H:11]2[CH2:12][CH2:13][C@@:14]3([CH3:18])[O:16][O:17][C@:10]42[C@H:5]([C@@H:6]([CH3:20])[C@@H:7]([O:19][CH3:27])[O:8][C@@H:9]4[O:15]3)[CH2:4][CH2:3]1 |f:2.3|. Reported procedure: To a solution of the crude dihydroartemisinin in chloroform (40 mL) and methanol (1 mL, 24.8 mmol) was added boron trifluoride etherate (0.16 mL, 1.24 mmol) at 0° C. The reaction was stirred at 0° C. for 15 minutes, slowly warmed up to room temperature and stirred at room temperature for 3 hours. The reaction was monitored by TLC until all starting material was consumed. The reaction mixture was quenched with water (50 mL) and diluted with chloroform (25 mL). The two phases were separated, and t... Reactants: N1=C(C=CC=C1)N (2-pyridinamine), FC=1C=C(C=CC1)NC1=NC=CC(=C1)C1=NC(=NC=C1)NCC(C)OC (4-[2-[(3-fluorophenyl)amino]-4-pyridinyl]-N-(2-methoxypropyl)-2-pyrimidinamine), ClC1=NC=CC(=N1)Cl (2,4-dichloropyrimidine). The reagents and catalysts are [Cu](I)I (copper iodide), Cl[Pd]([P](C1=CC=CC=C1)(C2=CC=CC=C2)C3=CC=CC=C3)([P](C4=CC=CC=C4)(C5=CC=CC=C5)C6=CC=CC=C6)Cl (bis(triphenylphosphine)palladium(II) dichloride). The solvent is O1CCOCC1 (1,4-dioxane). Yields the product ClC1=NC=CC(=N1)C1=CC(=NC=C1)NC1=CC(=CC=C1)F (4-(2-chloro-4-pyrimidinyl)-N-(3-fluorophenyl)-2-pyridinamine). As a reaction SMILES: N1C=CC=CC=1N.[F:8][C:9]1[CH:10]=[C:11]([NH:15][C:16]2[CH:21]=[C:20]([C:22]3[CH:27]=[CH:26][N:25]=[C:24](NCC(OC)C)[N:23]=3)[CH:19]=[CH:18][N:17]=2)[CH:12]=[CH:13][CH:14]=1.[Cl:34]C1N=C(Cl)C=CN=1>O1CCOCC1.[Cu](I)I.Cl[Pd](Cl)([P](C1C=CC=CC=1)(C1C=CC=CC=1)C1C=CC=CC=1)[P](C1C=CC=CC=1)(C1C=CC=CC=1)C1C=CC=CC=1>[Cl:34][C:24]1[N:23]=[C:22]([C:20]2[CH:19]=[CH:18][N:17]=[C:16]([NH:15][C:11]3[CH:12]=[CH:13][CH:14]=[C:9]([F:8])[CH:10]=3)[CH:21]=2)[CH:27]=[CH:26][N:25]=1 |^1:53,72|. Procedure details: To a solution of N-(3-fluorophenyl)-4-trimethylstannyl)-2-pyridinamine (i.e., the product of Step B) (4.0 g, 11 mmol) in 1,4-dioxane (100 mL) under nitrogen was added 2,4-dichloropyrimidine (2.26 g, 15 mmol), copper iodide (216 mg, 1.1 mmol) and bis(triphenylphosphine)palladium(II) dichloride (400 mg, 0.57 mmol). The resulting mixture was stirred at reflux for 4 h. After cooling to room temperature, the solution was concentrated under reduced pressure. The resulting residue was purified using co... Starting materials: Cl (hydrochloric acid), [Cl-].[Al+3].[Cl-].[Cl-] (aluminum chloride), C1(CCCC1)CN1CC2C3(C1)C1=C(C(C4=C2C=CC=C4)C3)C=CC=C1 (2-cyclopentylmethyl-2,3,8,12b-tetrahydro1H-3a,8methanodibenzo[3,4:6,7]cyclohepta[1,2-c]pyrrole), C(C)(=O)Cl (acetyl chloride). Run in C(Cl)Cl (methylene chloride). Product: C(C)(=O)C=1C=CC2=C(C34C(CN(C3)CC3CCCC3)C3=C(C2C4)C=CC=C3)C1 (5-acetyl-2-cyclopentylmethyl-2,3,8,12b-tetrahydro-1H-3a,8-methanodibenzo[3,4:6,7]cyclohepta[1,2-c]pyrrole). Isolated yield 110.0%. RXN SMILES: [Cl-].[Al+3].[Cl-].[Cl-].[C:5](Cl)(=[O:7])[CH3:6].[CH:9]1([CH2:14][N:15]2[CH2:19][C:18]34[CH2:29][CH:22]([C:23]5[CH:28]=[CH:27][CH:26]=[CH:25][C:24]=5[CH:17]3[CH2:16]2)[C:21]2[CH:30]=[CH:31][CH:32]=[CH:33][C:20]4=2)[CH2:13][CH2:12][CH2:11][CH2:10]1.Cl>C(Cl)Cl>[C:5]([C:32]1[CH:31]=[CH:30][C:21]2[CH:22]3[CH2:29][C:18]4([CH2:19][N:15]([CH2:14][CH:9]5[CH2:13][CH2:12][CH2:11][CH2:10]5)[CH2:16][CH:17]4[C:24]4[CH:25]=[CH:26][CH:27]=[CH:28][C:23]=43)[C:20]=2[CH:33]=1)(=[O:7])[CH3:6] |f:0.1.2.3|. Reported procedure: To a suspension of 5.0 g (37.39 mmoles) of aluminum chloride in 75 ml of methylene chloride, cooled to 0°, was added dropwise 3.0 g (38.2 mmoles) of acetyl chloride. Then 5.0 g (13.7 mmoles) of 2-cyclopentylmethyl-2,3,8,12b-tetrahydro1H-3a,8methanodibenzo[3,4:6,7]cyclohepta[1,2-c]pyrrole was added portionwise. The reaction mixture was heated at reflux for several hours and then poured into 1N aqueous hydrochloric acid. The product was extracted with methylene chloride, and the extracts were wash... Starting materials: CN1C(=CC=C1)CC1=CC(=CC=C1)N (1-methyl-2-(3'-aminobenzyl)pyrrole), [O-]C#N.[Na+] (sodium cyanate), FC(C(=O)O)(F)F (trifluoroacetic acid), C([O-])([O-])=O.[Na+].[Na+] (sodium carbonate). Run in C1=CC=CC=C1 (benzene), C1=CC=CC=C1 (benzene). Run at time 1 hour. The product is CN1C(=CC=C1)CC1=CC(=CC=C1)NC(=O)N (1-Methyl-2-(3'-ureidobenzyl)pyrrole). Yield: 96.7%. As a reaction SMILES: [CH3:1][N:2]1[CH:6]=[CH:5][CH:4]=[C:3]1[CH2:7][C:8]1[CH:13]=[CH:12][CH:11]=[C:10]([NH2:14])[CH:9]=1.[O-:15][C:16]#[N:17].[Na+].FC(F)(F)C(O)=O.C(=O)([O-])[O-].[Na+].[Na+]>C1C=CC=CC=1>[CH3:1][N:2]1[CH:6]=[CH:5][CH:4]=[C:3]1[CH2:7][C:8]1[CH:13]=[CH:12][CH:11]=[C:10]([NH:14][C:16]([NH2:17])=[O:15])[CH:9]=1 |f:1.2,4.5.6|. Reported procedure: To a stirred solution of 4.4 g (23 mmol) of 1-methyl-2-(3'-aminobenzyl)pyrrole in 400 ml of benzene there were added 3.08 g (47 mmol) of sodium cyanate followed by the dropwise addition of a solution of 3.65 ml (47 mmol) of trifluoroacetic acid in 300 ml of benzene. When the addition was completed, the reaction mixture was stirred at room temperature for 1 hour further and then poured into 500 ml of saturated sodium carbonate solution. The organic phase was separated and the aqueous layer extrac... Reactants: CN1C(=O)N(CC(C(=O)NOCc2ccccc2)C(CC2CCCC2)C(=O)N2CCCCC2)C(=O)C1(C)C, CCO. The product is CN1C(=O)N(CC(C(=O)NO)C(CC2CCCC2)C(=O)N2CCCCC2)C(=O)C1(C)C. RXN SMILES: [CH2:1]([c:2]1[cH:3][cH:4][cH:5][cH:6][cH:7]1)[O:8][NH:9][C:10](=[O:11])[CH:12]([CH2:13][N:14]1[C:15](=[O:23])[N:16]([CH3:22])[C:17]([CH3:20])([CH3:21])[C:18]1=[O:19])[CH:24]([C:25](=[O:26])[N:27]1[CH2:28][CH2:29][CH2:30][CH2:31][CH2:32]1)[CH2:33][CH:34]1[CH2:35][CH2:36][CH2:37][CH2:38]1.[CH3:39][CH2:40][OH:41]>>[OH:8][NH:9][C:10](=[O:11])[CH:12]([CH2:13][N:14]1[C:15](=[O:23])[N:16]([CH3:22])[C:17]([CH3:20])([CH3:21])[C:18]1=[O:19])[CH:24]([C:25](=[O:26])[N:27]1[CH2:28][CH2:29][CH2:30][CH2:31][CH2:32]1)[CH2:33][CH:34]1[CH2:35][CH2:36][CH2:37][CH2:38]1. Reactants: CC([C@@H](C(=O)NC)N[C@@H](C)C1=CC=CC=C1)(C)C ((S)-3,3,N-trimethyl-2-[(S)-1-phenylethylamino]-butyramide). The reagents and catalysts are [Pd] (Pd/C). The solvent is CO (methanol). Yields the product CNC([C@@H](N)C(C)(C)C)=O ((S)-N-methyl-tert-leucinamide). The yield is 98.5%. Reaction SMILES: [CH3:1][C:2]([CH3:18])([CH3:17])[C@H:3]([NH:8][C@H](C1C=CC=CC=1)C)[C:4]([NH:6][CH3:7])=[O:5]>CO.[Pd]>[CH3:7][NH:6][C:4](=[O:5])[C@H:3]([C:2]([CH3:18])([CH3:17])[CH3:1])[NH2:8]. Procedure details: A solution of 12.4 g (50 mmol) of (S)-3,3,N-trimethyl-2-[(S)-1-phenylethylamino]-butyramide in 206 ml of methanol was hydrogenated in a 380 ml autoclave in the presence of 1.2 g of 5 percent Pd/C at 50° C. and under a pressure of 4 bar for 6 hours. After pressure release the catalyst was filtered off and the filtrate was evaporated to dryness. There were obtained 7.1 g (98.5%) of (S)-N-methyl-tert-leucinamide as white crystals, 99.2% e.e. Reactants: NCCCCN1C=NC=2C(=NC=3C=CC=CC3C21)N (1-(4-aminobutyl)-1H-imidazo[4,5-c]quinolin-4-amine), O(C1=CC=CC=C1)C(C(=O)Cl)C (2-phenoxypropionyl chloride). The product is NC1=NC=2C=CC=CC2C2=C1N=CN2CCCCNC(C(C)OC2=CC=CC=C2)=O (N1-[4-(4-amino-1H-imidazo[4,5-c]quinolin-1-yl)butyl]-2-phenoxypropanamide). RXN SMILES: [NH2:1][CH2:2][CH2:3][CH2:4][CH2:5][N:6]1[C:18]2[C:17]3[CH:16]=[CH:15][CH:14]=[CH:13][C:12]=3[N:11]=[C:10]([NH2:19])[C:9]=2[N:8]=[CH:7]1.[O:20]([CH:27]([CH3:31])[C:28](Cl)=[O:29])[C:21]1[CH:26]=[CH:25][CH:24]=[CH:23][CH:22]=1>>[NH2:19][C:10]1[C:9]2[N:8]=[CH:7][N:6]([CH2:5][CH2:4][CH2:3][CH2:2][NH:1][C:28](=[O:29])[CH:27]([O:20][C:21]3[CH:22]=[CH:23][CH:24]=[CH:25][CH:26]=3)[CH3:31])[C:18]=2[C:17]2[CH:16]=[CH:15][CH:14]=[CH:13][C:12]=2[N:11]=1. Reported procedure: According to the general method of Example 14, 1-(4-aminobutyl)-1H-imidazo[4,5-c]quinolin-4-amine and 2-phenoxypropionyl chloride were combined to provide N1-[4-(4-amino-1H-imidazo[4,5-c]quinolin-1-yl)butyl]-2-phenoxypropanamide as a white powder, m.p. 85.0-87.5° C. 1H NMR (300 MHz, DMSO-d6) δ 8.15 (s, 1H), 8.07 (t, J=6.0 Hz, 1H), 8.00 (d, J=8.4 Hz, 1H), 7.62 (dd, J=8.4, 1.2 Hz, 1H), 7.43 (dt, J=7.5, 1.2 Hz, 1H), 7.28-7.16 (m,3H), 6.91-6.81 (m, 3H), 6.57 (s, 2H), 4.62-4.53 (m, 3H), 3.10 (q, J=6....